Dataset: the Open Reaction Database (ORD), a public repository of structured organic reaction records. Task: describe an organic reaction: reactants, conditions, products, and yield Starting materials: CCCCCCCN(CCc1ccc(CC(OCC)C(=O)OC)cc1)C(=O)Cc1ccc(F)cc1F, [Li+], C1CCOC1, [OH-]. Yields the product CCCCCCCN(CCc1ccc(CC(OCC)C(=O)O)cc1)C(=O)Cc1ccc(F)cc1F. As a reaction SMILES: [CH3:1][O:2][C:3]([CH:4]([CH2:5][c:6]1[cH:7][cH:8][c:9]([CH2:12][CH2:13][N:14]([CH2:15][CH2:16][CH2:17][CH2:18][CH2:19][CH2:20][CH3:21])[C:22]([CH2:23][c:24]2[c:25]([F:31])[cH:26][c:27]([F:30])[cH:28][cH:29]2)=[O:32])[cH:10][cH:11]1)[O:33][CH2:34][CH3:35])=[O:36].[Li+:38].[O:39]1[CH2:40][CH2:41][CH2:42][CH2:43]1.[OH-:37]>>[O:2]=[C:3]([CH:4]([CH2:5][c:6]1[cH:7][cH:8][c:9]([CH2:12][CH2:13][N:14]([CH2:15][CH2:16][CH2:17][CH2:18][CH2:19][CH2:20][CH3:21])[C:22]([CH2:23][c:24]2[c:25]([F:31])[cH:26][c:27]([F:30])[cH:28][cH:29]2)=[O:32])[cH:10][cH:11]1)[O:33][CH2:34][CH3:35])[OH:36]. Reactants: NC1=NNC(=N1)S (3-amino-5-mercapto-s-triazole), C(#CC(=O)OC)C(=O)OC (dimethyl acetylenedicarboxylate). Solvent: C(C)O (ethanol). Product: OC1=CC(=NC=2N1C(=NN2)S)C(=O)OC (5-hydroxy-3-mercapto-7-methoxycarbonyl-s-triazolo[4,3-a]pyrimidine). Yield: 98.6%. RXN SMILES: [NH2:1][C:2]1[N:6]=[C:5]([SH:7])[NH:4][N:3]=1.[C:8]([C:14](OC)=[O:15])#[C:9][C:10]([O:12][CH3:13])=[O:11]>C(O)C>[OH:15][C:14]1[N:6]2[C:5]([SH:7])=[N:4][N:3]=[C:2]2[N:1]=[C:9]([C:10]([O:12][CH3:13])=[O:11])[CH:8]=1. Procedure details: A mixture of 15.1 g of 3-amino-5-mercapto-s-triazole, 18.9 g of dimethyl acetylenedicarboxylate and 100 ml of ethanol was refluxed for 90 minutes. The objective compound (29 g) was obtained by collecting the crystals separated out upon cooling the reaction mixture. The reactants are O=C([O-])[O-], CS(=O)(=O)c1ccc(N)cc1, CC(=O)CC(C)=O, CC(=O)[O-], CCO, [K+], O=N[O-], [Na+], [Na+], [Na+], O=[N+]([O-])O, O=P(O)(O)O. Product: CC(=O)C(=NNc1ccc(S(C)(=O)=O)cc1)C(C)=O. Reaction SMILES: [C:37](=[O:38])([O-:39])[O-:40].[CH3:1][S:2](=[O:3])(=[O:4])[c:5]1[cH:6][cH:7][c:8]([NH2:9])[cH:10][cH:11]1.[CH3:25][C:26]([CH2:27][C:28]([CH3:29])=[O:30])=[O:31].[CH3:33][C:34](=[O:35])[O-:36].[CH3:43][CH2:44][OH:45].[K+:32].[N:21]([O-:22])=[O:23].[Na+:24].[Na+:41].[Na+:42].[OH:17][N+:18](=[O:19])[O-:20].[P:12](=[O:13])([OH:14])([OH:15])[OH:16]>>[CH3:1][S:2](=[O:3])(=[O:4])[c:5]1[cH:6][cH:7][c:8]([NH:9][N:21]=[C:27]([C:26]([CH3:25])=[O:31])[C:28]([CH3:29])=[O:30])[cH:10][cH:11]1.